From a dataset of the Open Reaction Database (ORD), a public repository of structured organic reaction records. describe an organic reaction: reactants, conditions, products, and yield The reactants are CC(C)(C)OO, Cc1cncc(C)n1, CC=O, [Na+], [Na+], O=S(=O)([O-])[O-], O=S(=O)([O-])S(=O)(=O)[O-], O=S(=O)(O)O. The product is CC(=O)c1ncc(C)nc1C. As a reaction SMILES: [C:17]([O:18][OH:19])([CH3:20])([CH3:21])[CH3:22].[CH3:1][c:2]1[n:3][c:4]([CH3:8])[cH:5][n:6][cH:7]1.[CH:14]([CH3:15])=[O:16].[Na+:31].[Na+:32].[O-:33][S:34](=[O:35])(=[O:36])[O-:37].[S:23]([S:24]([O-:25])(=[O:26])=[O:27])([O-:28])(=[O:29])=[O:30].[S:9](=[O:10])(=[O:11])([OH:12])[OH:13]>>[CH3:1][c:2]1[n:3][c:4]([CH3:8])[c:5]([C:14]([CH3:15])=[O:16])[n:6][cH:7]1. Starting materials: CCO, CC(=O)Nc1cccc2c1C(=O)c1ccccc1C2=O, [Na+], [OH-]. Reaction SMILES: [CH3:23][CH2:24][OH:25].[NH:1]([C:2]([CH3:3])=[O:4])[c:5]1[cH:6][cH:7][cH:8][c:9]2[c:18]1[C:17](=[O:19])[c:16]1[c:11]([cH:12][cH:13][cH:14][cH:15]1)[C:10]2=[O:20].[Na+:22].[OH-:21]>>[NH2:1][c:5]1[cH:6][cH:7][cH:8][c:9]2[c:18]1[C:17](=[O:19])[c:16]1[c:11]([cH:12][cH:13][cH:14][cH:15]1)[C:10]2=[O:20]. The product is Nc1cccc2c1C(=O)c1ccccc1C2=O. The reactants are C([O-])([O-])=O.[K+].[K+] (potassium carbonate), BrCC(=O)C1=CC=C(C=C1)F (2-bromo-4′-fluoroacetophenone), C1=CC=CC=2C3=CC=CC=C3C(C12)COC(=O)N1C(CN(CC1)C(=O)OC(C)(C)C)CC(=O)O ((RS)-2-Carboxymethylpiperazine-1,4-dicarboxylic acid 4-tert-butyl ester 1-(9H-fluoren-9-ylmethyl) ester), 109. Solvent: CN(C)C=O (DMF). Product: C(C)(C)(C)OC(=O)N1CC(NCC1)CC(=O)OCC(=O)C1=CC=C(C=C1)F ((RS)-3-[2-(4-Fluorophenyl)-2-oxo-ethoxycarbonylmethyl]piperazine-1-carboxylic acid tert-butyl ester), solid. As a reaction SMILES: C1C2C(COC([N:18]3[CH2:23][CH2:22][N:21]([C:24]([O:26][C:27]([CH3:30])([CH3:29])[CH3:28])=[O:25])[CH2:20][CH:19]3[CH2:31][C:32]([OH:34])=[O:33])=O)C3C(=CC=CC=3)C=2C=CC=1.C(=O)([O-])[O-].[K+].[K+].Br[CH2:42][C:43]([C:45]1[CH:50]=[CH:49][C:48]([F:51])=[CH:47][CH:46]=1)=[O:44]>CN(C=O)C>[C:27]([O:26][C:24]([N:21]1[CH2:22][CH2:23][NH:18][CH:19]([CH2:31][C:32]([O:34][CH2:42][C:43]([C:45]2[CH:50]=[CH:49][C:48]([F:51])=[CH:47][CH:46]=2)=[O:44])=[O:33])[CH2:20]1)=[O:25])([CH3:28])([CH3:29])[CH3:30] |f:1.2.3|. Procedure: (RS)-2-Carboxymethylpiperazine-1,4-dicarboxylic acid 4-tert-butyl ester 1-(9H-fluoren-9-ylmethyl) ester from description 109 (2.0 g) was dissolved in DMF (25 ml) and stirred at room temperature under argon for 3 days in the presence of potassium carbonate (0.697 g) and 2-bromo-4′-fluoroacetophenone (0.930 g). The reaction solution was then partitioned between ethyl acetate and water the organic solution was washed with brine, dried (MgSO4) and evaporated. The crude product was chromatographed ov... The reactants are NC1=CC=CC=C1 (aniline), Cl(=O)(=O)(=O)[O-].[Li+] (lithium perchlorate), COC1=CC=2CC[C@H]3[C@@H]4CC[C@@H]([C@@]4(C)CC=C3C2C=C1)OC(C)(C)C (3-methoxy-17β-tert.-butoxy-1,3,5(10),9(11)-estratetraene), crude product, N (ammonia), Cl (hydrochloric acid). The reagents and catalysts are [Hg] (mercury). Run in C(C)O (ethanol), O (water), C(C)O (ethanol). The product is C[C@]12CC[C@H]3[C@H]([C@@H]1CC[C@@H]2O)CCC4=CC(=O)CC[C@H]34 (nortestosterone). RXN SMILES: C[O:2][C:3]1[CH:20]=[CH:19][C:18]2[C:17]3[C@H:8]([C@H:9]4[C@@:13]([CH2:15][CH:16]=3)([CH3:14])[C@@H:12]([O:21]C(C)(C)C)[CH2:11][CH2:10]4)[CH2:7][CH2:6][C:5]=2[CH:4]=1.NC1C=CC=CC=1.N.Cl([O-])(=O)(=O)=O.[Li+].Cl>C(O)C.[Hg].O>[CH3:14][C@@:13]12[C@@H:12]([OH:21])[CH2:11][CH2:10][C@H:9]1[C@@H:8]1[CH2:7][CH2:6][C:5]3[C@@H:18]([C@H:17]1[CH2:16][CH2:15]2)[CH2:19][CH2:20][C:3](=[O:2])[CH:4]=3 |f:3.4|. Procedure: 1.0 g. of 3-methoxy-17β-tert.-butoxy-1,3,5(10),9(11)-estratetraene is dissolved in 4 ml. of aniline and 3 ml of ethanol, added to 150 ml. of liquid ammonia, 5 g. of lithium perchlorate and electrolyzed for 2 hours at 1 ampere on a mercury electrode in a cell divided by a porous glass plate. After the mixture has been worked up, the crude product (1.1 g.) is dissolved in ethanol and heated with 3 ml. of concentrated hydrochloric acid. By gently adding water, 0.6 g. of nortestosterone is obtained ... Starting materials: CN1N=CC(=C1)N (1-methyl-1H-pyrazol-4-amine), ClC1=NC=C(C(=N1)Cl)F (2,4-dichloro-5-fluoropyrimidine), N[C@H]1[C@H]([C@@H]2C=C[C@H]1C2)C(=O)N ((+/−)-(1S,2S,3R,4R)-3-aminobicyclo[2.2.1]hept-5-ene-2-carboxamide), ClC1=NC=C(C(=N1)Cl)Br (2,4-dichloro-5-bromopyrimidine). Product: BrC=1C(=NC(=NC1)NC=1C=NN(C1)CC)N[C@H]1[C@H]([C@@H]2C=C[C@H]1C2)C(=O)N ((1S,2S,3R,4R)-3-({5-bromo-2-[(1-ethyl-1H-pyrazol-4-yl)amino]pyrimidin-4-yl}amino)bicyclo[2.2.1]hept-5-ene-2-carboxamide). As a reaction SMILES: [CH3:1][N:2]1[CH:6]=[C:5]([NH2:7])[CH:4]=[N:3]1.[NH2:8][C@@H:9]1[C@@H:14]2[CH2:15][C@@H:11]([CH:12]=[CH:13]2)[C@@H:10]1[C:16]([NH2:18])=[O:17].Cl[C:20]1[N:25]=[C:24](Cl)[C:23]([Br:27])=[CH:22][N:21]=1.Cl[C:29]1N=C(Cl)C(F)=CN=1>>[Br:27][C:23]1[C:22]([NH:8][C@@H:9]2[C@@H:14]3[CH2:15][C@@H:11]([CH:12]=[CH:13]3)[C@@H:10]2[C:16]([NH2:18])=[O:17])=[N:21][C:20]([NH:7][C:5]2[CH:4]=[N:3][N:2]([CH2:1][CH3:29])[CH:6]=2)=[N:25][CH:24]=1. Reported procedure: The title compound was prepared as described in Example 1, substituting 1-ethyl-1H-pyrazol-4-amine for 1-methyl-1H-pyrazol-4-amine in Example 1B along with substitution of (+)-(1S,2S,3R,4R)-3-aminobicyclo[2.2.1]hept-5-ene-2-carboxamide for (+/−)-(1S,2S,3R,4R)-3-aminobicyclo[2.2.1]hept-5-ene-2-carboxamide and 2,4-dichloro-5-bromopyrimidine for 2,4-dichloro-5-fluoropyrimidine in Example 1A. 1H NMR (400 MHz, DMSO-D6, T=90° C.) ppm 1.36 (t, J=7.32 Hz, 3H) 1.42 (d, J=8.54 Hz, 1H) 2.12 (d, J=8.85 Hz, ... Starting materials: CS(=O)(=O)c1ccc(F)c(Cl)c1, O=C(O)Cc1cc(O)cc(Cl)c1. Yields the product CS(=O)(=O)c1ccc(Oc2cc(Cl)cc(CC(=O)O)c2)c(Cl)c1. As a reaction SMILES: [CH3:13][S:14](=[O:15])(=[O:16])[c:17]1[cH:18][c:19]([Cl:24])[c:20]([F:23])[cH:21][cH:22]1.[Cl:1][c:2]1[cH:3][c:4]([CH2:9][C:10](=[O:11])[OH:12])[cH:5][c:6]([OH:8])[cH:7]1>>[Cl:1][c:2]1[cH:3][c:4]([CH2:9][C:10](=[O:11])[OH:12])[cH:5][c:6]([O:8][c:20]2[c:19]([Cl:24])[cH:18][c:17]([S:14]([CH3:13])(=[O:15])=[O:16])[cH:22][cH:21]2)[cH:7]1. Reactants: C1CCNCC1, C1CCOC1, CCN(C(C)C)C(C)C, NC(=O)c1cc(F)ccc1[N+](=O)[O-]. Product: NC(=O)c1cc(N2CCCCC2)ccc1[N+](=O)[O-]. As a reaction SMILES: [CH2:14]1[CH2:15][CH2:16][NH:17][CH2:18][CH2:19]1.[CH2:29]1[O:30][CH2:31][CH2:32][CH2:33]1.[CH:20]([N:21]([CH:22]([CH3:23])[CH3:24])[CH2:25][CH3:26])([CH3:27])[CH3:28].[F:1][c:2]1[cH:3][cH:4][c:5]([N+:11](=[O:12])[O-:13])[c:6]([C:7](=[O:8])[NH2:9])[cH:10]1>>[c:2]1([N:17]2[CH2:16][CH2:15][CH2:14][CH2:19][CH2:18]2)[cH:3][cH:4][c:5]([N+:11](=[O:12])[O-:13])[c:6]([C:7](=[O:8])[NH2:9])[cH:10]1.